This data is from the Open Reaction Database (ORD), a public repository of structured organic reaction records. The task is: describe an organic reaction: reactants, conditions, products, and yield The reactants are O=C1CCC(=O)N1I, CCc1ccc(C)nc1N, CN(C)C=O. The product is CCc1cc(I)c(C)nc1N. As a reaction SMILES: [I:11][N:12]1[C:13](=[O:14])[CH2:15][CH2:16][C:17]1=[O:18].[NH2:1][c:2]1[n:3][c:4]([CH3:10])[cH:5][cH:6][c:7]1[CH2:8][CH3:9].[O:19]=[CH:20][N:21]([CH3:22])[CH3:23]>>[NH2:1][c:2]1[n:3][c:4]([CH3:10])[c:5]([I:11])[cH:6][c:7]1[CH2:8][CH3:9]. Starting materials: CCI, CN(C)C=O, N=C(NO)c1ccc(OCCCOc2c(Cl)cc(OCC=C(Cl)Cl)cc2Cl)cc1, [H-], [Na+], O. Product: CCONC(=N)c1ccc(OCCCOc2c(Cl)cc(OCC=C(Cl)Cl)cc2Cl)cc1. Reaction SMILES: [CH2:32]([CH3:33])[I:34].[CH3:36][N:37]([CH3:38])[CH:39]=[O:40].[Cl:1][c:2]1[c:3]([O:4][CH2:5][CH2:6][CH2:7][O:8][c:9]2[cH:10][cH:11][c:12]([C:13](=[NH:14])[NH:15][OH:16])[cH:17][cH:18]2)[c:19]([Cl:29])[cH:20][c:21]([O:23][CH2:24][CH:25]=[C:26]([Cl:27])[Cl:28])[cH:22]1.[H-:30].[Na+:31].[OH2:35]>>[Cl:1][c:2]1[c:3]([O:4][CH2:5][CH2:6][CH2:7][O:8][c:9]2[cH:10][cH:11][c:12]([C:13](=[NH:14])[NH:15][O:16][CH2:32][CH3:33])[cH:17][cH:18]2)[c:19]([Cl:29])[cH:20][c:21]([O:23][CH2:24][CH:25]=[C:26]([Cl:27])[Cl:28])[cH:22]1. Reactants: CO (methanol), Cl (HCl), C(C)C1=C(C(=CC=C1OCCCCCCCCCC=C)C1=CC=CC=C1)C(=O)O (ethyl p-(10-undecenyl)oxybiphenylcarboxylic acid), [OH-].[Na+] (sodium hydroxide), CO (methanol). Run in O (water), O (water). Conditions: temperature 50 celsius, time 3 hour. The product is C(CCCCCCCCC=C)OC=1C=C(C(=CC1)C1=CC=CC=C1)C(=O)O (p-(10-undecenyl)oxybiphenylcarboxylic acid). The yield is 92.7%. As a reaction SMILES: C([C:3]1[C:8]([O:9][CH2:10][CH2:11][CH2:12][CH2:13][CH2:14][CH2:15][CH2:16][CH2:17][CH2:18][CH:19]=[CH2:20])=[CH:7][CH:6]=[C:5]([C:21]2[CH:26]=[CH:25][CH:24]=[CH:23][CH:22]=2)[C:4]=1[C:27]([OH:29])=[O:28])C.[OH-].[Na+].CO.Cl>O>[CH2:10]([O:9][C:8]1[CH:3]=[C:4]([C:27]([OH:29])=[O:28])[C:5]([C:21]2[CH:26]=[CH:25][CH:24]=[CH:23][CH:22]=2)=[CH:6][CH:7]=1)[CH2:11][CH2:12][CH2:13][CH2:14][CH2:15][CH2:16][CH2:17][CH2:18][CH:19]=[CH2:20] |f:1.2|. Reported procedure: A solution of 6.46 g (16.4 mM) of ethyl p-(10-undecenyl)oxybiphenylcarboxylic acid and 2.18 g (54.6 mM) of sodium hydroxide in 4 ml of water was mixed with 30 ml of methanol, followed by 3 hours of refluxing at 50° C. After the reaction, 20 ml of distilled water was added to the reaction mixture, followed by distilling-off of methanol and acidification with 6M-HCl to obtain a crude product. The crude product was filtered and dried in a desiccator under reduced pressure to obtain 5.56 g (15.2 mM)... Reactants: C(C)(=O)SC1=C(N2C(CC2S1)=O)C(=O)OCC1=CC=C(C=C1)[N+](=O)[O-] (4-nitrobenzyl 3-acetylthio-7-oxo-4-thia-1-azabicyclo[3,2,0]hept-2-ene-2-carboxylate), N1C=NC=C1 (imidazole). Run in aqueous acid, O1CCOCC1 (dioxane), O (water). Product: O=C1CC2SC(C(N12)C(=O)OCC1=CC=C(C=C1)[N+](=O)[O-])=S (4-Nitrobenzyl 7-oxo-3-thioxo-4-thia-1-azabicyclo[3,2,0]heptane-2-carboxylate). Yield: 48.3%. As a reaction SMILES: C([S:4][C:5]1[S:11][CH:10]2[N:7]([C:8](=[O:12])[CH2:9]2)[C:6]=1[C:13]([O:15][CH2:16][C:17]1[CH:22]=[CH:21][C:20]([N+:23]([O-:25])=[O:24])=[CH:19][CH:18]=1)=[O:14])(=O)C.N1C=CN=C1>O1CCOCC1.O>[O:12]=[C:8]1[N:7]2[CH:10]([S:11][C:5](=[S:4])[CH:6]2[C:13]([O:15][CH2:16][C:17]2[CH:18]=[CH:19][C:20]([N+:23]([O-:25])=[O:24])=[CH:21][CH:22]=2)=[O:14])[CH2:9]1. Reported procedure: To a stirred solution of 100 mg of 4-nitrobenzyl 3-acetylthio-7-oxo-4-thia-1-azabicyclo[3,2,0]hept-2-ene-2-carboxylate in a mixture of 2 ml of dioxane and 0.2 ml of water was added 19.6 mg of imidazole. After 10 minutes the reaction mixture was diluted with 5 ml of 1M aqueous acid solution and extracted with dichloromethane (2×5 ml). The organic extracts were combined and backwashed with water (2×5 ml), then brine (5 ml), and finally dried and evaporated. The residue was chromatographed on slica... The reactants are C(C(C)(C)C)(=O)NCC(=O)OCC (ethyl N-pivaloylglycinate), [OH-].[Na+] (sodium hydroxide). Run in CO (methanol). Run at time 2 hour. Product: C(C(C)(C)C)(=O)NCC(=O)[O-].[Na+] (SODIUM N-PIVALOYLGLYCINATE). As a reaction SMILES: [C:1]([NH:7][CH2:8][C:9]([O:11]CC)=[O:10])(=[O:6])[C:2]([CH3:5])([CH3:4])[CH3:3].[OH-].[Na+:15]>CO>[C:1]([NH:7][CH2:8][C:9]([O-:11])=[O:10])(=[O:6])[C:2]([CH3:5])([CH3:4])[CH3:3].[Na+:15] |f:1.2,4.5|. Procedure: To a solution of ethyl N-pivaloylglycinate (11.3 g) in 50 mL of methanol was added 69.2 mL of 1N sodium hydroxide, and the solution stirred for 2 hr. Solvents were evaporated in vacuo. Fresh methanol was added and reevaporated to give 12.45 g of off-white solid.